This data is from the Open Reaction Database (ORD), a public repository of structured organic reaction records. The task is: describe an organic reaction: reactants, conditions, products, and yield Starting materials: C([O-])(O)=O.[Na+] (sodium bicarbonate), [I-].[K+] (potassium iodide), FC1=C(OC2CCNCC2)C(=C(C(=C1F)F)F)F (4-(2,3,4,5,6-pentafluorophenoxy)piperidine), ClCCCC1=NOC2=C1C=CC(=C2)F (3-(3-chloropropyl)-6-fluoro-1,2-benzisoxazole). The solvent is CN(C=O)C (dimethylformamide), CN(C=O)C (dimethylformamide), O (water). Conditions: temperature 68 celsius, time 5.5 hour. The product is FC1=CC2=C(C(=NO2)CCCN2CCC(CC2)OC2=C(C(=C(C(=C2F)F)F)F)F)C=C1 (1-[-(6-fluoro-1,2-benzisoxazol-3-yl)propyl]-4-(2,3,4,5,6-pentafluorophenoxy)piperidine). Yield: 38.3%. As a reaction SMILES: C(=O)(O)[O-].[Na+].[I-].[K+].[F:8][C:9]1[C:21]([F:22])=[C:20]([F:23])[C:19]([F:24])=[C:18]([F:25])[C:10]=1[O:11][CH:12]1[CH2:17][CH2:16][NH:15][CH2:14][CH2:13]1.Cl[CH2:27][CH2:28][CH2:29][C:30]1[C:34]2[CH:35]=[CH:36][C:37]([F:39])=[CH:38][C:33]=2[O:32][N:31]=1>CN(C)C=O.O>[F:39][C:37]1[CH:36]=[CH:35][C:34]2[C:30]([CH2:29][CH2:28][CH2:27][N:15]3[CH2:16][CH2:17][CH:12]([O:11][C:10]4[C:18]([F:25])=[C:19]([F:24])[C:20]([F:23])=[C:21]([F:22])[C:9]=4[F:8])[CH2:13][CH2:14]3)=[N:31][O:32][C:33]=2[CH:38]=1 |f:0.1,2.3|. Procedure details: A mixture of 10 g of sodium bicarbonate, and 0.10 g of potassium iodide, 4.13 g of 4-(2,3,4,5,6-pentafluorophenoxy)piperidine and 75 ml of dimethylformamide was treated with a solution of 3.41 g of 3-(3-chloropropyl)-6-fluoro-1,2-benzisoxazole in 25 ml dimethylformamide and stirred at 68° C. for 5.5 hours. The mixture was then cooled, poured into water, and then extracted with ethyl acetate. The organic layer was washed with water followed by a saturated sodium chloride solution and dried over a... The reactants are C(C)(C)[Si](OCC1CCC(CC1)CC(=O)OC)(C(C)C)C(C)C (Methyl 2-[4-(triisopropylsilyloxymethyl)cyclohexyl]acetate), [OH-].[Na+] (sodium hydroxide), resultant mixture. Run in C1CCOC1 (THF), CO (methanol). Yields the product C(C)(C)[Si](OCC1CCC(CC1)CC(=O)O)(C(C)C)C(C)C (2-[4-(Triisopropylsilyloxymethyl)cyclohexyl]acetic acid). RXN SMILES: [CH:1]([Si:4]([CH:21]([CH3:23])[CH3:22])([CH:18]([CH3:20])[CH3:19])[O:5][CH2:6][CH:7]1[CH2:12][CH2:11][CH:10]([CH2:13][C:14]([O:16]C)=[O:15])[CH2:9][CH2:8]1)([CH3:3])[CH3:2].[OH-].[Na+]>C1COCC1.CO>[CH:21]([Si:4]([CH:1]([CH3:3])[CH3:2])([CH:18]([CH3:20])[CH3:19])[O:5][CH2:6][CH:7]1[CH2:8][CH2:9][CH:10]([CH2:13][C:14]([OH:16])=[O:15])[CH2:11][CH2:12]1)([CH3:22])[CH3:23] |f:1.2|. Reported procedure: To a solution of 8.8 g (25.7 mmol) of methyl ester from Step E in 50 mL of THF and 50 mL of methanol was added 25 mL (24.9 mmol) of 1 N aqueous sodium hydroxide. The resultant mixture was stirred at room temperature overnight, and the solvent was removed under vacuum. The residue was diluted with ice water, and then acidified with 1 N aqueous hydrochloric acid. The mixture was extracted with three portions of ethyl acetate. The combined organics were washed with brine, dried over sodium sulfate,... The reactants are NC1=NS(N=C1NCCCOC1=NC(=CC=C1)CN1CCCCC1)=O (3-Amino-4-[3-(6-piperidinomethyl-2-pyridyloxy)propylamino]-1,2,5-thiadiazole 1-oxide), Cl (HCl). Run at time 18 hour. The product is Cl.Cl.Cl.N1(CCCCC1)CC1=CC=CC(=N1)OCCCNC(C(N)=N)=N (N-[3-(6-Piperidinomethyl-2-pyridyloxy)propyl]ethanediimidamide trihydrochloride). As a reaction SMILES: [NH2:1][C:2]1[C:6]([NH:7][CH2:8][CH2:9][CH2:10][O:11][C:12]2[CH:17]=[CH:16][CH:15]=[C:14]([CH2:18][N:19]3[CH2:24][CH2:23][CH2:22][CH2:21][CH2:20]3)[N:13]=2)=[N:5]S(=O)[N:3]=1.[ClH:26]>>[ClH:26].[ClH:26].[ClH:26].[N:19]1([CH2:18][C:14]2[N:13]=[C:12]([O:11][CH2:10][CH2:9][CH2:8][NH:7][C:6](=[NH:5])[C:2](=[NH:1])[NH2:3])[CH:17]=[CH:16][CH:15]=2)[CH2:24][CH2:23][CH2:22][CH2:21][CH2:20]1 |f:2.3.4.5|. Procedure details: A methanolic solution of the product prepared in Step A was diluted to 100 ml and 12.4 ml of concentrated HCl was added. The solution was stirred at ambient temperature for 18 hours, concentrated, and the residue was dissolved in 80 ml of water and extracted twice with CH2Cl2. The aqueous layer was concentrated, treated with n-propanol and concentrated under high vacuum to give the title compound as a foam.